From a dataset of the Open Reaction Database (ORD), a public repository of structured organic reaction records. describe an organic reaction: reactants, conditions, products, and yield Reactants: II (iodine), CC(CC(C#C)OC1OCCCC1)(CCC)C (5,5-dimethyl-3-tetrahydropyranyloxy-1-octyne), [OH-].[Na+] (sodium hydroxide), C(C)(C(C)C)BC(C)C(C)C (disiamylborane), C[N+](C)(C)[O-] (trimethylamine oxide), O1C(CCC1)CC(=O)O.O (tetrahydrofuranacetic acid water). Solvent: COCCOCCOC (diglyme). Product: CC(CC(/C=C/I)O)(CCC)C (5,5-dimethyl-1-iodo-trans-1-octen-3-ol). Reaction SMILES: [CH3:1][C:2]([CH3:17])([CH2:14][CH2:15][CH3:16])[CH2:3][CH:4]([O:7]C1CCCCO1)[C:5]#[CH:6].C(BC(C(C)C)C)(C(C)C)C.C[N+]([O-])(C)C.[OH-].[Na+].[I:36]I.O1CCCC1CC(O)=O.O>COCCOCCOC>[CH3:1][C:2]([CH3:17])([CH2:14][CH2:15][CH3:16])[CH2:3][CH:4]([OH:7])/[CH:5]=[CH:6]/[I:36] |f:3.4,6.7|. Reported procedure: Treatment of 23.8 g. (0.100 mole) of 5,5-dimethyl-3-tetrahydropyranyloxy-1-octyne (Example 999) successively with 233 ml. of 0.43 M disiamylborane in diglyme, 22.5 g. of trimethylamine oxide, 150 ml. of 1 N sodium hydroxide, 25.4 g. of iodine, and 900 ml. of 3:1:1 tetrahydrofuranacetic acid-water as described in Example 996 gives the title compound. The reactants are OC(C)(C)C1=CC=C(C=N1)C(=O)OC (methyl 6-(1-hydroxy-1-methylethyl)pyridine-3-carboxylate), [Li+].[OH-] (LiOH). The solvent is C1CCOC1 (THF). The product is OC(C)(C)C1=CC=C(C=N1)C(=O)[O-].[Li+] (lithium 6-(1-hydroxy-1-methylethyl)pyridine-3-carboxylate). Isolated yield 99.9%. As a reaction SMILES: [OH:1][C:2]([C:5]1[N:10]=[CH:9][C:8]([C:11]([O:13]C)=[O:12])=[CH:7][CH:6]=1)([CH3:4])[CH3:3].[Li+:15].[OH-]>C1COCC1>[OH:1][C:2]([C:5]1[N:10]=[CH:9][C:8]([C:11]([O-:13])=[O:12])=[CH:7][CH:6]=1)([CH3:3])[CH3:4].[Li+:15] |f:1.2,4.5|. Procedure details: To a stirred solution of methyl 6-(1-hydroxy-1-methylethyl)pyridine-3-carboxylate (479 mg, 2.45 mmol) in THF, (10 mL) was added LiOH (2M aqueous solution, 1.35 mL, 2.70 mmol). After 4 hours the solvent was removed at reduced pressure to give the title compound (458 mg, 100%) that was used without further purification. The reactants are FC=1C=C2C=CC(=NC2=CC1)N1CC2C(C2C1)NC(=O)OCC1=CC(=NO1)C(=O)OCC (ethyl 5-[({[3-(6-fluoro-quinolin-2-yl)-3-azabicyclo[3.1.0]hex-6-yl]carbamoyl}oxy)-methyl]isoxazole-3-carboxylate), solution, CN (methylamine). The solvent is C(C)O (ethanol). Yields the product FC=1C=C2C=CC(=NC2=CC1)N1CC2C(C2C1)NC(OCC1=CC(=NO1)C(NC)=O)=O ([3-(Methylcarbamoyl)isoxazol-5-yl]methyl [3-(6-fluoro-quinolin-2-yl)-3-azabicyclo[3.1.0]hex-6-yl]carbamate). The yield is 60.0%. As a reaction SMILES: [F:1][C:2]1[CH:3]=[C:4]2[C:9](=[CH:10][CH:11]=1)[N:8]=[C:7]([N:12]1[CH2:17][CH:16]3[CH:14]([CH:15]3[NH:18][C:19]([O:21][CH2:22][C:23]3[O:27][N:26]=[C:25]([C:28](OCC)=[O:29])[CH:24]=3)=[O:20])[CH2:13]1)[CH:6]=[CH:5]2.[CH3:33][NH2:34]>C(O)C>[F:1][C:2]1[CH:3]=[C:4]2[C:9](=[CH:10][CH:11]=1)[N:8]=[C:7]([N:12]1[CH2:17][CH:16]3[CH:14]([CH:15]3[NH:18][C:19](=[O:20])[O:21][CH2:22][C:23]3[O:27][N:26]=[C:25]([C:28](=[O:29])[NH:34][CH3:33])[CH:24]=3)[CH2:13]1)[CH:6]=[CH:5]2. Procedure details: The procedure described in Example 6, step 6.4. is followed. Starting from 0.30 g (0.68 mmol) of ethyl 5-[({[3-(6-fluoro-quinolin-2-yl)-3-azabicyclo[3.1.0]hex-6-yl]carbamoyl}oxy)-methyl]isoxazole-3-carboxylate and 8.50 ml of an 8M solution of methylamine in ethanol, and after high-temperature crystallization in diethyl ether, 0.17 g (60%) of product is obtained in the form of a white solid. Starting materials: ClC=1C(=NN(C1Cl)C1=C(C=C(C(=C1)SCC(F)(F)F)C)F)OC(C(OC(F)(F)F)F)(F)F (4,5-dichloro-1-{2-fluoro-4-methyl-5-(2,2,2-trifluoroethylthio)phenyl}-3-{1,1,2-trifluoro-2-(trifluoromethoxy)ethoxy}pyrazole), ClC1=CC(=CC=C1)C(=O)OO (m-chloroperbenzoic acid). Solvent: C(Cl)(Cl)Cl (chloroform). Run at time 30 minute. Yields the product ClC=1C(=NN(C1Cl)C1=C(C=C(C(=C1)S(=O)CC(F)(F)F)C)F)OC(C(OC(F)(F)F)F)(F)F (4,5-dichloro-1-{2-fluoro-4-methyl-5-(2,2,2-trifluoroethylsulfinyl)phenyl}-3-{1,1,2-trifluoro-2-(trifluoromethoxy)ethoxy}pyrazole). Yield: 97.1%. RXN SMILES: [Cl:1][C:2]1[C:3]([O:22][C:23]([F:32])([F:31])[CH:24]([F:30])[O:25][C:26]([F:29])([F:28])[F:27])=[N:4][N:5]([C:8]2[CH:13]=[C:12]([S:14][CH2:15][C:16]([F:19])([F:18])[F:17])[C:11]([CH3:20])=[CH:10][C:9]=2[F:21])[C:6]=1[Cl:7].ClC1C=CC=C(C(OO)=[O:41])C=1>C(Cl)(Cl)Cl>[Cl:1][C:2]1[C:3]([O:22][C:23]([F:32])([F:31])[CH:24]([F:30])[O:25][C:26]([F:27])([F:28])[F:29])=[N:4][N:5]([C:8]2[CH:13]=[C:12]([S:14]([CH2:15][C:16]([F:19])([F:18])[F:17])=[O:41])[C:11]([CH3:20])=[CH:10][C:9]=2[F:21])[C:6]=1[Cl:7]. Reported procedure: 0.35 g of 4,5-dichloro-1-{2-fluoro-4-methyl-5-(2,2,2-trifluoroethylthio)phenyl}-3-{1,1,2-trifluoro-2-(trifluoromethoxy)ethoxy}pyrazole was dissolved in 10 mL of chloroform, and 0.15 g of m-chloroperbenzoic acid (purity: 75%) was added under cooling with ice. After stirring for 30 minutes under cooling with ice, the solution was washed with an aqueous sodium thiosulfate solution and then washed with an aqueous sodium hydrogen carbonate solution, and then dried over anhydrous sodium sulfate. The s... Reactants: [BH4-].[Na+] (sodium borohydride), C(C)(C)(C)OC(NCCOCCNC1=C(C(=NC(=C1C)Cl)N(CC1=CC=C(C=C1)OC)CC1=CC=C(C=C1)OC)[N+](=O)[O-])=O ({2-[2-(2-[bis {4-methoxybenzyl}amino]-6-chloro-5-methyl-3-nitropyridin-4-ylamino)ethoxy]ethyl}carbamic acid tert-butyl ester). Reagents/catalysts: O.[Ni](Cl)Cl (nickel (II) chloride hydrate). The solvent is CO (methanol), CO (methanol), ClCCl (dichloromethane). Reaction conditions: time 15 minute. Yields the product C(C)(C)(C)OC(NCCOCCNC1=C(C(=NC(=C1C)Cl)N(CC1=CC=C(C=C1)OC)CC1=CC=C(C=C1)OC)N)=O ([2-(2-{3-amino-2-[bis-(4-methoxybenzyl)amino]-6-chloro-5-methylpyridin-4-ylamino}ethoxy)ethyl]carbamic acid tert-butyl ester). As a reaction SMILES: [BH4-].[Na+].[C:3]([O:7][C:8](=[O:46])[NH:9][CH2:10][CH2:11][O:12][CH2:13][CH2:14][NH:15][C:16]1[C:21]([CH3:22])=[C:20]([Cl:23])[N:19]=[C:18]([N:24]([CH2:34][C:35]2[CH:40]=[CH:39][C:38]([O:41][CH3:42])=[CH:37][CH:36]=2)[CH2:25][C:26]2[CH:31]=[CH:30][C:29]([O:32][CH3:33])=[CH:28][CH:27]=2)[C:17]=1[N+:43]([O-])=O)([CH3:6])([CH3:5])[CH3:4]>CO.ClCCl.O.[Ni](Cl)Cl>[C:3]([O:7][C:8](=[O:46])[NH:9][CH2:10][CH2:11][O:12][CH2:13][CH2:14][NH:15][C:16]1[C:21]([CH3:22])=[C:20]([Cl:23])[N:19]=[C:18]([N:24]([CH2:34][C:35]2[CH:36]=[CH:37][C:38]([O:41][CH3:42])=[CH:39][CH:40]=2)[CH2:25][C:26]2[CH:27]=[CH:28][C:29]([O:32][CH3:33])=[CH:30][CH:31]=2)[C:17]=1[NH2:43])([CH3:4])([CH3:6])[CH3:5] |f:0.1,5.6|. Procedure details: Under a nitrogen atmosphere, sodium borohydride (0.76 g, 20.0 mmol) was added in two portions to a solution of nickel (II) chloride hydrate (1.57 g, 6.62 mmol) in methanol (160 mL), and the mixture was stirred at room temperature for 15 minutes. A solution of {2-[2-(2-[bis {4-methoxybenzyl}amino]-6-chloro-5-methyl-3-nitropyridin-4-ylamino)ethoxy]ethyl}carbamic acid tert-butyl ester (8.37 g, 13.3 mmol) in methanol (10 mL) and dichloromethane (10 mL) was then added, and the addition funnel was rin... Starting materials: BrCC1C(C1)(F)F (bromomethyl-2,2-difluorocyclopropane), C(C1=CC=CC=C1)Br (benzyl bromide), CC=1N=C(SC1C(=O)OCC)N1C(NCC1)=O (ethyl 4-methyl-2-(2-oxoimidazolidin-1-yl)thiazole-5-carboxylate). Yields the product C(C1=CC=CC=C1)N1C(N(CC1)C=1SC(=C(N1)C)C(=O)OCC)=O (ethyl 2-(3-benzyl-2-oxoimidazolidin-1-yl)-4-methylthiazole-5-carboxylate). Isolated yield 93.0%. Reaction SMILES: BrCC1CC1(F)F.[CH2:8](Br)[C:9]1[CH:14]=[CH:13][CH:12]=[CH:11][CH:10]=1.[CH3:16][C:17]1[N:18]=[C:19]([N:27]2[CH2:31][CH2:30][NH:29][C:28]2=[O:32])[S:20][C:21]=1[C:22]([O:24][CH2:25][CH3:26])=[O:23]>>[CH2:8]([N:29]1[CH2:30][CH2:31][N:27]([C:19]2[S:20][C:21]([C:22]([O:24][CH2:25][CH3:26])=[O:23])=[C:17]([CH3:16])[N:18]=2)[C:28]1=[O:32])[C:9]1[CH:14]=[CH:13][CH:12]=[CH:11][CH:10]=1. Reported procedure: Following the procedure as described in Preparation 13, making variations as required to replace bromomethyl-2,2-difluorocyclopropane with benzyl bromide to react with ethyl 4-methyl-2-(2-oxoimidazolidin-1-yl)thiazole-5-carboxylate, the title compound was obtained in 93% yield: mp 122-124° C.; 1H NMR (300 MHz, DMSO-d6) δ 7.35-7.26 (m, 5H), 4.40 (s, 2H), 4.19 (q, J=7.2 Hz, 2H), 3.97 (t, J=7.5 Hz, 2H), 3.42 (t, J=7.5 Hz, 2H), 2.48 (s, 3H), 1.23 (t, J=7.2 Hz, 3H); MS (ES+) m/z 346.0 (M+1).